Dataset: the Open Reaction Database (ORD), a public repository of structured organic reaction records. Task: describe an organic reaction: reactants, conditions, products, and yield Yields the product C(C)(C)(C)OC(C(=C(CCl)O)C#N)=O (4-chloro-2-cyano-3-hydroxy-but-2-enoic acid tert-butyl ester), 1c. Starting materials: [H][H] (hydrogen), C(#N)CC(=O)OC(C)(C)C (t-butyl cyanoacetate), 1a, [H-].[Na+] (NaH), ClCC(=O)Cl (chloroacetyl chloride), 1b. Procedure details: A solution of t-butyl cyanoacetate Compound 1a (32.2 g, 228 mmol, 1.14 M) in THF was added dropwise to a suspension of 60% NaH (9.13 g, 228 mmol) in THF (200 mL) under nitrogen at 0° C. The mixture was stirred until hydrogen gas evolution ceased and the solution became homogeneous. A solution of chloroacetyl chloride Compound 1b (18.5 mL, 228 mmol) in THF (100 mL) was added at a rate sufficiently slow enough to maintain the temperature below 10° C. After stirring for 4 hr, the reaction was quenc... Reaction conditions: time 4 hour. RXN SMILES: [C:1]([CH2:3][C:4]([O:6][C:7]([CH3:10])([CH3:9])[CH3:8])=[O:5])#[N:2].[H-].[Na+].[H][H].[Cl:15][CH2:16][C:17](Cl)=[O:18]>C1COCC1>[C:7]([O:6][C:4](=[O:5])[C:3]([C:1]#[N:2])=[C:17]([OH:18])[CH2:16][Cl:15])([CH3:10])([CH3:9])[CH3:8] |f:1.2|. Solvent: C1CCOC1 (THF), C1CCOC1 (THF), C1CCOC1 (THF). Starting materials: C(C1=CC=CC=C1)C1=C(C=C2C=C(C(OC2=C1)C(F)(F)F)C(=O)O)C (7-benzyl-6-methyl-2-(trifluoromethyl)-2H-chromene-3-carboxylic acid), 3F, 3F, C19H14F3O3, C1(=CC=CC2=CC=CC=C12)[C@@H](C)N ((R)-(+)-1-(1-naphthyl)ethylamine). Yields the product C(C1=CC=CC=C1)C1=C(C=C2C=C([C@H](OC2=C1)C(F)(F)F)C(=O)O)C ((2S)-7-benzyl-6-methyl-2-(trifluoromethyl)-2H-chromene-3-carboxylic acid). Reaction SMILES: [CH2:1]([C:8]1[CH:17]=[C:16]2[C:11]([CH:12]=[C:13]([C:22]([OH:24])=[O:23])[CH:14]([C:18]([F:21])([F:20])[F:19])[O:15]2)=[CH:10][C:9]=1[CH3:25])[C:2]1[CH:7]=[CH:6][CH:5]=[CH:4][CH:3]=1.C1([C@H](N)C)C2C(=CC=CC=2)C=CC=1>>[CH2:1]([C:8]1[CH:17]=[C:16]2[C:11]([CH:12]=[C:13]([C:22]([OH:24])=[O:23])[C@@H:14]([C:18]([F:19])([F:20])[F:21])[O:15]2)=[CH:10][C:9]=1[CH3:25])[C:2]1[CH:7]=[CH:6][CH:5]=[CH:4][CH:3]=1. Procedure details: A racemic mixture of the compound prepared in Example 42a, Step 2 was chirally resolved using the same protocol as for Example 609e, Step 1, identified as peak 2 with retention time 10.00 min. ESHRMS m/z 347.0894 (M−H, C19H14F3O3 Calc'd 347.0890). 1HNMR (DMSO-d6/400 MHz) 13.19 (brs, 1H), 7.74 (s, 1H), 7.11-7.27 (m, 7H), 6.74 (q, 1H, J=7.1 Hz), 3.91 (s, 2H), 2.11 (s, 3H). S-isomer: 19F NMR (d6-benzene; 6 eq of (R)-(+)-1-(1-naphthyl)ethylamine) d −77.76 (d, 3F, J=6.8 Hz, R-enantiomer), −77.74 (d, ... The reactants are C(C1=CC=CC=C1)OC(=O)NCCC(=O)O (N-benzyloxycarbonyl-β-alanine), [H-].[Na+] (NaH), C(C1=CC=CC=C1)Br (benzyl bromide). Solvent: C1CCOC1 (THF), CN(C)C=O (DMF). Reaction conditions: temperature 0 celsius, time 15 minute. Yields the product C(C1=CC=CC=C1)N(CCC(=O)O)C(=O)OCC1=CC=CC=C1 (3-{benzyl[(benzyloxy)cabonyl]amino}propanoic acid). RXN SMILES: [CH2:1]([O:8][C:9]([NH:11][CH2:12][CH2:13][C:14]([OH:16])=[O:15])=[O:10])[C:2]1[CH:7]=[CH:6][CH:5]=[CH:4][CH:3]=1.[H-].[Na+].[CH2:19](Br)[C:20]1[CH:25]=[CH:24][CH:23]=[CH:22][CH:21]=1>C1COCC1.CN(C=O)C>[CH2:19]([N:11]([C:9]([O:8][CH2:1][C:2]1[CH:3]=[CH:4][CH:5]=[CH:6][CH:7]=1)=[O:10])[CH2:12][CH2:13][C:14]([OH:16])=[O:15])[C:20]1[CH:25]=[CH:24][CH:23]=[CH:22][CH:21]=1 |f:1.2|. Procedure: To a stirred solution of N-benzyloxycarbonyl-β-alanine (11.16 g, 50.00 mmol) in anhydrous THF (160 mL) and DMF (40 mL) at 0° C. was slowly added NaH (60% in oil, 6.000 g, 150.0 mmol). After stirring at 0° C. for 15 min, benzyl bromide (9.10 mL, 75.00 mmol) was added. The reaction mixture was stirred at rt for 22 h. It was quenched with water (90 mL), followed by 1 N HCl (110 mL), and extracted three times with ethyl acetate. The combined organic layers were washed with brine, dried over MgSO4, f... Reactants: CS(C)=O, CCN(C(C)C)C(C)C, Cc1ccc(-c2c(Cl)nc(-c3ccncc3)nc2Cl)cc1, [K], O, NS(=O)(=O)CCc1ccccc1. Product: Cc1ccc(-c2c(Cl)nc(-c3ccncc3)nc2NS(=O)(=O)CCc2ccccc2)cc1. As a reaction SMILES: [CH3:44][S:45]([CH3:46])=[O:47].[CH:35]([N:36]([CH2:37][CH3:38])[CH:39]([CH3:40])[CH3:41])([CH3:42])[CH3:43].[Cl:1][c:2]1[n:3][c:4](-[c:16]2[cH:17][cH:18][n:19][cH:20][cH:21]2)[n:5][c:6]([Cl:15])[c:7]1-[c:8]1[cH:9][cH:10][c:11]([CH3:14])[cH:12][cH:13]1.[K:22].[OH2:48].[c:23]1([CH2:29][CH2:30][S:31](=[O:32])(=[O:33])[NH2:34])[cH:24][cH:25][cH:26][cH:27][cH:28]1>>[c:2]1([NH:34][S:31]([CH2:30][CH2:29][c:23]2[cH:24][cH:25][cH:26][cH:27][cH:28]2)(=[O:32])=[O:33])[n:3][c:4](-[c:16]2[cH:17][cH:18][n:19][cH:20][cH:21]2)[n:5][c:6]([Cl:15])[c:7]1-[c:8]1[cH:9][cH:10][c:11]([CH3:14])[cH:12][cH:13]1. Starting materials: ClC1=C(C(N2CCCC2=C1C(=O)O)=O)F (7-Chloro-6-fluoro-5-oxo-1,2,3,5-tetrahydroindolizine-8-carboxylic acid), FC1=C(N)C=CC(=C1)I (2-fluoro-4-iodoaniline), [Li+].C[Si](C)(C)[N-][Si](C)(C)C (LiHMDS). The solvent is C1CCOC1 (THF). Reaction conditions: time 4 hour. Product: FC=1C(N2CCCC2=C(C1NC1=C(C=C(C=C1)I)F)C(=O)O)=O (6-Fluoro-7-(2-fluoro-4-iodophenylamino)-5-oxo-1,2,3,5-tetrahydroindolizine-8-carboxylic acid). Isolated yield 53.0%. As a reaction SMILES: Cl[C:2]1[C:10]([C:11]([OH:13])=[O:12])=[C:9]2[N:5]([CH2:6][CH2:7][CH2:8]2)[C:4](=[O:14])[C:3]=1[F:15].[F:16][C:17]1[CH:23]=[C:22]([I:24])[CH:21]=[CH:20][C:18]=1[NH2:19].[Li+].C[Si]([N-][Si](C)(C)C)(C)C>C1COCC1>[F:15][C:3]1[C:4](=[O:14])[N:5]2[C:9](=[C:10]([C:11]([OH:13])=[O:12])[C:2]=1[NH:19][C:18]1[CH:20]=[CH:21][C:22]([I:24])=[CH:23][C:17]=1[F:16])[CH2:8][CH2:7][CH2:6]2 |f:2.3|. Reported procedure: Compound 1d (240 mg, 1.04 mmol) and 2-fluoro-4-iodoaniline (493 mg, 2.08 mmol) stirred in dry THF (10 ml) at 0° C. under nitrogen. LiHMDS (1M in THF, 3.11 mL, 3.11 mmol) was added dropwise, and the reaction stirred 4 h while warming to RT. The solution was quenched with 1N HCl and extracted with 10% MeOH/CH2Cl2 (3×). Organics were dried (MgSO4) and concentrated in vacuo. Purification by silica gel chromatography (10% to 16% MeOH/CH2Cl2) gave 238 mg (53%) of Example 1 as a tan solid. 1H NMR (400 ... Starting materials: C1(CC1)C(CC(=O)OC)=O (methyl 3-cyclopropyl-3-oxo-propionate), C1(=CC=CC=C1)NN (phenyl hydrazine), C1(CC1)C1=C(C=NN1C(C)C)C=O (5-cyclopropyl-1-isopropyl-1H-pyrazole-4-carbaldehyde). Product: C1(CC1)C1=C(C=NN1C1=CC=CC=C1)C=O (5-Cyclopropyl-1-phenyl-1H-pyrazole-4-carbaldehyde). Reaction SMILES: [CH:1]1([C:4](=O)[CH2:5][C:6]([O:8]C)=O)[CH2:3][CH2:2]1.C1(NN)C=CC=CC=1.[CH:19]1([C:22]2[N:26]([CH:27](C)C)[N:25]=[CH:24][C:23]=2C=O)[CH2:21][CH2:20]1>>[CH:1]1([C:4]2[N:25]([C:24]3[CH:20]=[CH:21][CH:19]=[CH:22][CH:23]=3)[N:26]=[CH:27][C:5]=2[CH:6]=[O:8])[CH2:2][CH2:3]1. Reported procedure: 5-Cyclopropyl-1-phenyl-1H-pyrazole-4-carbaldehyde was prepared from methyl 3-cyclopropyl-3-oxo-propionate and phenyl hydrazine in the same manner as 5-cyclopropyl-1-isopropyl-1H-pyrazole-4-carbaldehyde (Example 49). The reactants are CC(=O)O (AcOH), COC1=C(C(=O)OCC)C(=CC=C1OC)N (ethyl 2,3-dimethoxy-6-aminobenzoate), CN=C=O (CH3NCO). The solvent is O (H2O), N1=CC=CC=C1 (pyridine), N1=CC=CC=C1 (pyridine). Run at temperature 0 celsius, time 30 minute. The product is COC1=C2C(N(C(NC2=CC=C1OC)=O)C)=O (5,6-Dimethoxy-3-methylquinazolin-2,4(1H, 3H)-dione). Isolated yield 73.9%. RXN SMILES: [CH3:1][O:2][C:3]1[C:13]([O:14][CH3:15])=[CH:12][CH:11]=[C:10]([NH2:16])[C:4]=1[C:5]([O:7]CC)=O.[CH3:17][N:18]=[C:19]=[O:20].CC(O)=O>N1C=CC=CC=1.O>[CH3:1][O:2][C:3]1[C:13]([O:14][CH3:15])=[CH:12][CH:11]=[C:10]2[C:4]=1[C:5](=[O:7])[N:18]([CH3:17])[C:19](=[O:20])[NH:16]2. Reported procedure: A cold solution of ethyl 2,3-dimethoxy-6-aminobenzoate (8.0 g, 35.5 mM) in pyridine (15.4 ml) was added to CH3NCO (3.2 g, 55.9 mM) in pyridine (11.5 ml) at 0° C. The solution was stirred at 0° C. for 30 minutes then at room temperature for 1 hour. The reaction mixture was concentrated to dryness. The resulting brown gummy residue was dissolved in 73 ml of 1N NaOH (4:1, MeOH: H2O, 2.9 g of NaOH pellets in 14.7 ml H2O and 58.3 ml MeOH) and refluxed for 2 hours. The solvent was removed in vacuo to ... The yield is 99.8%. Yields the product NC1=C2C=CN(C2=CC=C1)CC1=CN(C2=NC=CC=C21)C(=O)OC(C)(C)C (3-[(4-amino-1H-indol-1-yl)methyl]-1-(t-butyloxycarbonyl)-1H-pyrrolo[2,3-b]pyridine). As a reaction SMILES: [N+:1]([C:4]1[CH:12]=[CH:11][CH:10]=[C:9]2[C:5]=1[CH:6]=[CH:7][N:8]2[CH2:13][C:14]1[C:22]2[C:17](=[N:18][CH:19]=[CH:20][CH:21]=2)[N:16]([C:23]([O:25][C:26]([CH3:29])([CH3:28])[CH3:27])=[O:24])[CH:15]=1)([O-])=O>[Pd].C1COCC1>[NH2:1][C:4]1[CH:12]=[CH:11][CH:10]=[C:9]2[C:5]=1[CH:6]=[CH:7][N:8]2[CH2:13][C:14]1[C:22]2[C:17](=[N:18][CH:19]=[CH:20][CH:21]=2)[N:16]([C:23]([O:25][C:26]([CH3:29])([CH3:28])[CH3:27])=[O:24])[CH:15]=1. Starting materials: [N+](=O)([O-])C1=C2C=CN(C2=CC=C1)CC1=CN(C2=NC=CC=C21)C(=O)OC(C)(C)C (3-[(4-nitro-1H-indol-1-yl)methyl]-1-(t-butyloxycarbonyl)-1H-pyrrolo[2,3-b]pyridine). Reported procedure: A round-bottom flask was charged with 3-[(4-nitro-1H-indol-1-yl)methyl]-1-(t-butyloxycarbonyl)-1H-pyrrolo[2,3-b]pyridine (510 mg, 1.3 mmol), Pd/C (50 mg, 10%) and THF (30 mL). The mixture was then stirred under a hydrogen atmosphere for 2 h, filtered, and concentrated under reduced pressure to afford 3-[(4-amino-1H-indol-1-yl)methyl]-1-(t-butyloxycarbonyl)-1H-pyrrolo[2,3-b]pyridine (470 mg). Reagents/catalysts: [Pd] (Pd/C). The solvent is C1CCOC1 (THF). Reaction conditions: time 2 hour. Starting materials: ClC1=C2C(=NC3=CC=CC=C13)N(N=C2C)C2=NC=CC=C2 (4-chloro-3-methyl-1-(2-pyridinyl)-1H-pyrazolo[3,4-b]quinoline), [N-]=[N+]=[N-].[Na+] (sodium azide), O (water). The reagents and catalysts are [C].[Pd] (palladium-carbon). Run in CN(C=O)C (N,N-dimethylformamide). Conditions: temperature 100 celsius, time 30 minute. Yields the product CC1=NN(C2=NC3=CC=CC=C3C(=C21)N)C2=NC=CC=C2 (3-Methyl-1-(2-pyridinyl)-1H-pyrazolo[3,4-b]quinolin-4-ylamine). Isolated yield 56.5%. Reaction SMILES: Cl[C:2]1[C:11]2[C:6](=[CH:7][CH:8]=[CH:9][CH:10]=2)[N:5]=[C:4]2[N:12]([C:16]3[CH:21]=[CH:20][CH:19]=[CH:18][N:17]=3)[N:13]=[C:14]([CH3:15])[C:3]=12.[N-:22]=[N+]=[N-].[Na+].O>CN(C)C=O.[C].[Pd]>[CH3:15][C:14]1[C:3]2[C:4](=[N:5][C:6]3[C:11]([C:2]=2[NH2:22])=[CH:10][CH:9]=[CH:8][CH:7]=3)[N:12]([C:16]2[CH:21]=[CH:20][CH:19]=[CH:18][N:17]=2)[N:13]=1 |f:1.2,5.6|. Procedure details: A solution of 4-chloro-3-methyl-1-(2-pyridinyl)-1H-pyrazolo[3,4-b]quinoline (1.44 g, 4.89 mmol) and sodium azide (0.35 g, 5.37 mmol) in N,N-dimethylformamide (10 mL) was heated and stirred at 100° C. for 30 minutes. The solution was cooled to room temperature and poured into water, and organic matter was extracted with chloroform. The extract was washed with saturated brine and water, dried over anhydrous magnesium sulfate, and the solvent was evaporated under reduced pressure. To a solution of ...